This data is from the Open Reaction Database (ORD), a public repository of structured organic reaction records. The task is: describe an organic reaction: reactants, conditions, products, and yield Run in O1CCCC1 (tetrahydrofuran), O1CCCC1 (tetrahydrofuran), O1CCCC1 (tetrahydrofuran). The product is N1(N=CN=C1)C1=CC=C(CC=2C(=NC3=CC=C(C=C3C2Cl)C(O)(C2=CN=NN2C)C=2C(=NC(=CC2)C)C)OC)C=C1 ((3-(4-(1H-1,2,4-Triazol-1-yl)benzyl)-4-chloro-2-methoxyquinolin-6-yl)(2,6-dimethylpyridin-3-yl)(1-methyl-1H-1,2,3-triazol-5-yl)methanol). Reactants: CC1=NC(=CC=C1C(=O)C1=CN=NN1C)C ((2,6-dimethylpyridin-3-yl)(1-methyl-1H-1,2,3-triazol-5-yl)methanone), CC1=NC(=CC=C1C(=O)C1=CN=NN1C)C ((2,6-dimethylpyridin-3-yl)(1-methyl-1H-1,2,3-triazol-5-yl)methanone), ice water, N1(N=CN=C1)C1=CC=C(CC=2C(=NC3=CC=C(C=C3C2Cl)I)OC)C=C1 (3-(4-(1H-1,2,4-triazol-1-yl)benzyl)-4-chloro-6-iodo-2-methoxyquinoline), N1(N=CN=C1)C1=CC=C(CC=2C(=NC3=CC=C(C=C3C2Cl)I)OC)C=C1 (3-(4-(1H-1,2,4-triazol-1-yl)benzyl)-4-chloro-6-iodo-2-methoxyquinoline). Reaction conditions: temperature 23 celsius, time 15 minute. Reaction SMILES: [N:1]1([C:6]2[CH:26]=[CH:25][C:9]([CH2:10][C:11]3[C:12]([O:23][CH3:24])=[N:13][C:14]4[C:19]([C:20]=3[Cl:21])=[CH:18][C:17](I)=[CH:16][CH:15]=4)=[CH:8][CH:7]=2)[CH:5]=[N:4][CH:3]=[N:2]1.[CH3:27][C:28]1[C:33]([C:34]([C:36]2[N:40]([CH3:41])[N:39]=[N:38][CH:37]=2)=[O:35])=[CH:32][CH:31]=[C:30]([CH3:42])[N:29]=1>O1CCCC1>[N:1]1([C:6]2[CH:26]=[CH:25][C:9]([CH2:10][C:11]3[C:12]([O:23][CH3:24])=[N:13][C:14]4[C:19]([C:20]=3[Cl:21])=[CH:18][C:17]([C:34]([C:33]3[C:28]([CH3:27])=[N:29][C:30]([CH3:42])=[CH:31][CH:32]=3)([C:36]3[N:40]([CH3:41])[N:39]=[N:38][CH:37]=3)[OH:35])=[CH:16][CH:15]=4)=[CH:8][CH:7]=2)[CH:5]=[N:4][CH:3]=[N:2]1. Reported procedure: A solution of isopropylmagnesium chloride-lithium chloride complex in tetrahydrofuran (1.3 M, 0.79 mL, 1.0 mmol) was added dropwise to an ice-water cooled, stirring solution of 3-(4-(1H-1,2,4-triazol-1-yl)benzyl)-4-chloro-6-iodo-2-methoxyquinoline (325 mg, 0.682 mmol, Intermediate 20: step c) in dry tetrahydrofuran (5 mL). After 15 minutes, a solution of (2,6-dimethylpyridin-3-yl)(1-methyl-1H-1,2,3-triazol-5-yl)methanone (177 mg, 0.818 mmol, Intermediate 19: step b) in tetrahydrofuran (1.5 mL) w... Starting materials: O1N=C(C=C1)N(C(=O)OCC(Cl)(Cl)Cl)C[C@H]1CN(C(O1)=O)C1=CC(=C(C=C1)N1CC=CCC1)F (5(R)-[N-isoxazol-3-yl-N-(2,2,2-trichloroethyloxycarbonyl)-aminomethyl]-3-[3-fluoro-4-(1,2,5,6-tetrahydropyrid yl)phenyl]oxazolidin-2-one), N1=CC=CC=C1 (pyridine), (S)-(+)-2,3,0-isopropylideneglycinoyl chloride. Solvent: ClCCl (dichloromethane), ClCCl (dichloromethane). Conditions: time 10 minute. Product: title compound, C(C)(=O)OCC.CCCC(C)C (ethyl acetate isohexane). Isolated yield 60.0%. Reaction SMILES: O1C=CC(N(C[C@@H]2OC(=O)N(C3C=CC(N4[CH2:33][CH2:32][CH:31]=[CH:30][CH2:29]4)=C(F)C=3)C2)[C:7]([O:9][CH2:10][C:11](Cl)(Cl)Cl)=[O:8])=N1.N1C=CC=C[CH:36]=1>ClCCl>[C:7]([O:9][CH2:10][CH3:11])(=[O:8])[CH3:36].[CH3:33][CH2:32][CH2:31][CH:30]([CH3:29])[CH3:36] |f:3.4|. Procedure: To a stirred solution of 5(R)-[N-isoxazol-3-yl-N-(2,2,2-trichloroethyloxycarbonyl)-aminomethyl]-3-[3-fluoro-4-(1,2,5,6-tetrahydropyrid yl)phenyl]oxazolidin-2-one (228 mg, 0.4 mM) in dry dichloromethane (5 ml) at 0–4° C., was added pyridine (158 mg, 2.0 mM) followed by dropwise addition of a solution of (S)-(+)-2,3,0-isopropylideneglycinoyl chloride (EP 0 413 401 A2; 200 mg, 1.2 mM) in dichloromethane (1 ml). The solution was stirred at 0–4° C. for 10 min. and then allowed to warm to ambient temp... Reactants: C(C1=CC=CC=C1)Br (benzyl bromide), FC1=CC=C(CBr)C=C1 (4-fluorobenzyl bromide), CC=1N=C(SC1C(=O)OCC)N1C(NCC1)=O (ethyl 4-methyl-2-(2-oxoimidazolidin-1-yl)thiazole-5-carboxylate). The product is FC1=CC=C(CN2C(N(CC2)C=2SC(=C(N2)C)C(=O)OCC)=O)C=C1 (ethyl 2-(3-(4-fluorobenzyl)-2-oxoimidazolidin-1-yl)-4-methylthiazole-5-carboxylate). Isolated yield 98.0%. Reaction SMILES: C(Br)C1C=CC=CC=1.[F:9][C:10]1[CH:17]=[CH:16][C:13]([CH2:14]Br)=[CH:12][CH:11]=1.[CH3:18][C:19]1[N:20]=[C:21]([N:29]2[CH2:33][CH2:32][NH:31][C:30]2=[O:34])[S:22][C:23]=1[C:24]([O:26][CH2:27][CH3:28])=[O:25]>>[F:9][C:10]1[CH:17]=[CH:16][C:13]([CH2:14][N:31]2[CH2:32][CH2:33][N:29]([C:21]3[S:22][C:23]([C:24]([O:26][CH2:27][CH3:28])=[O:25])=[C:19]([CH3:18])[N:20]=3)[C:30]2=[O:34])=[CH:12][CH:11]=1. Procedure details: Following the procedure as described in Example 5, making variations to replace benzyl bromide with 4-fluorobenzyl bromide to react with ethyl 4-methyl-2-(2-oxoimidazolidin-1-yl)thiazole-5-carboxylate, the title compound was obtained in 98% yield: MS (ES+) m/z 364.2 (M+1).